Dataset: the Open Reaction Database (ORD), a public repository of structured organic reaction records. Task: describe an organic reaction: reactants, conditions, products, and yield Reactants: C1(=CC=CC2=CC=CC=C12)O (1-napthol), Cl.O=C1C(CNCC1)C(=O)O (4-oxo-3-piperidinecarboxylate hydrochloride). Yields the product C1NCCC2=C1C(OC1=C2C=CC2=CC=CC=C21)=O (1,2,3,4-Tetrahydro-12H-naphtho[2',1':5,6]pyrano[3,4-c]pyridin-12-one). Yield: 29.4%. As a reaction SMILES: [C:1]1([OH:11])[C:10]2[C:5](=[CH:6][CH:7]=[CH:8][CH:9]=2)[CH:4]=[CH:3][CH:2]=1.Cl.O=[C:14]1[CH2:19][CH2:18][NH:17][CH2:16][CH:15]1[C:20](O)=[O:21]>>[CH2:16]1[C:15]2[C:20](=[O:21])[O:11][C:1]3[C:10]4[C:5](=[CH:6][CH:7]=[CH:8][CH:9]=4)[CH:4]=[CH:3][C:2]=3[C:14]=2[CH2:19][CH2:18][NH:17]1 |f:1.2|. Reported procedure: Prepared by the method described in Example 1 from 1-napthol (10.0 g, 0.069 moles) and 4-oxo-3-piperidinecarboxylate hydrochloride (9.6 g, 0.05 moles). Recrystallization from 2-propanol/N,N-dimethylformamide yielded the product (3.7 g), mp 227°-230° C. Reactants: S1(CSCCC1)=O (1,3-dithiane-1-oxide), FC(C(=O)OC(C(F)(F)F)=O)(F)F (trifluoroacetic anhydride). Solvent: C1CCOC1 (THF). The product is FC(C(=O)[O-])(F)F.S1[CH+]SCCC1 (1,3-dithian-2-ylium trifluoroacetate). The yield is 100.0%. As a reaction SMILES: [S:1]1(=O)[CH2:6][CH2:5][CH2:4][S:3][CH2:2]1.[F:8][C:9]([F:20])([F:19])[C:10]([O:12]C(=O)C(F)(F)F)=[O:11]>C1COCC1>[F:8][C:9]([F:20])([F:19])[C:10]([O-:12])=[O:11].[S:1]1[CH2:6][CH2:5][CH2:4][S:3][CH+:2]1 |f:3.4|. Reported procedure: To a stirred solution of 1,3-dithiane (6.1 g, 50 mmol) in methanol (280 mL) at 0° C. was added dropwise a solution of sodium periodate (10.8 g, 50 mmol) in water (85 mL). After stirring overnight the precipitated solids were removed by filtration and the filtrate was evaporated. The residue was dissolved in dichloromethane, dried over MgSO4 and the solvent was evaporated to dryness. The resultant oil was column purified over silica gel eluting with 5% MeOH/DCM to provide 1,3-dithiane-1-oxide (6.... As a reaction SMILES: [H-].[Na+].[C:3]([CH2:5][C:6]1[CH:13]=[CH:12][C:9]([C:10]#[N:11])=[CH:8][CH:7]=1)#[N:4].Cl[CH2:15][CH2:16][O:17][CH2:18]Cl>CN1CCCC1=O.C1COCC1>[C:10]([C:9]1[CH:12]=[CH:13][C:6]([C:5]2([C:3]#[N:4])[CH2:15][CH2:16][O:17][CH2:18]2)=[CH:7][CH:8]=1)#[N:11] |f:0.1|. Procedure details: To a suspension of NaH (60% by weight, 1.2 g, 30 mmol) in 1-methylpyrrolidin-2-one (20 mL) was added a solution of 4-(cyanomethyl)benzonitrile (1.42 g, 10 mmol) and 1-chloro-2-(chloromethoxy)ethane (1.29 g, 10 mmol) in THF (10 mL) at −20° C. The mixture was allowed to warm to room temperature after completion of addition and stirred for 24 hours. The reaction was quenched by ice water and extracted with EtOAc (3×30 mL). The combined organic layers were washed with water (3×50 mL), brine (50 mL),... Yields the product C(#N)C1=CC=C(C=C1)C1(COCC1)C#N (3-(4-cyanophenyl)tetrahydrofuran-3-carbonitrile). Run at time 24 hour. The solvent is C1CCOC1 (THF), CN1C(CCC1)=O (1-methylpyrrolidin-2-one). Reactants: C(#N)CC1=CC=C(C#N)C=C1 (4-(cyanomethyl)benzonitrile), ClCCOCCl (1-chloro-2-(chloromethoxy)ethane), [H-].[Na+] (NaH). The yield is 17.4%. Starting materials: ClC1=C(C=CC=C1)C(Cl)(Cl)C1=C(C=CC=C1)Cl (bis-(2-chlorophenyl)dichloromethane), FC1=C(C=C(C(=C1)O)O)C(=O)N1CCOCC1 ((2-fluoro-4,5-dihydroxy-phenyl)-morpholin-4-yl-methanone). Reaction conditions: temperature 150 celsius. The product is ClC1=C(C=CC=C1)C1(OC2=C(O1)C=C(C(=C2)C(=O)N2CCOCC2)F)C2=C(C=CC=C2)Cl ([2,2-bis-(2-chloro-phenyl)-6-fluoro-benzo[1,3]dioxol-5-yl]-morpholin-4-yl-methanone). Yield: 4.5%. Reaction SMILES: [Cl:1][C:2]1[CH:7]=[CH:6][CH:5]=[CH:4][C:3]=1[C:8]([C:11]1[CH:16]=[CH:15][CH:14]=[CH:13][C:12]=1[Cl:17])(Cl)Cl.[F:18][C:19]1[CH:24]=[C:23]([OH:25])[C:22]([OH:26])=[CH:21][C:20]=1[C:27]([N:29]1[CH2:34][CH2:33][O:32][CH2:31][CH2:30]1)=[O:28]>>[Cl:1][C:2]1[CH:7]=[CH:6][CH:5]=[CH:4][C:3]=1[C:8]1([C:11]2[CH:16]=[CH:15][CH:14]=[CH:13][C:12]=2[Cl:17])[O:25][C:23]2[CH:24]=[C:19]([F:18])[C:20]([C:27]([N:29]3[CH2:34][CH2:33][O:32][CH2:31][CH2:30]3)=[O:28])=[CH:21][C:22]=2[O:26]1. Procedure details: A mixture of bis-(2-chlorophenyl)dichloromethane (Example 182, 258 mg, 0.84 mmol, 2.6 eq.) and (2-fluoro-4,5-dihydroxy-phenyl)-morpholin-4-yl-methanone (Example 87b, 72 mg, 0.32 mmol) were heated 5 h at 150° C. in a sealed glass tube. Purification by flash chromatography afforded the title compound (6.8 mg, 4.5%) as an off-white solid, m.p.: 98° C. The reactants are CCc1c2n(c3ccccc13)C(=O)C(Cc1ncn(C(c3ccccc3)(c3ccccc3)c3ccccc3)c1C)CC2, CI, CCCCCC, CC(C)NC(C)C, C1CCOC1, O. Product: CCc1c2n(c3ccccc13)C(=O)C(C)(Cc1ncn(C(c3ccccc3)(c3ccccc3)c3ccccc3)c1C)CC2. RXN SMILES: [CH2:8]([CH3:9])[c:10]1[c:11]2[n:12]([c:13]3[cH:14][cH:15][cH:16][cH:17][c:18]13)[C:19](=[O:49])[CH:20]([CH2:23][c:24]1[n:25][cH:26][n:27]([C:30]([c:31]3[cH:32][cH:33][cH:34][cH:35][cH:36]3)([c:37]3[cH:38][cH:39][cH:40][cH:41][cH:42]3)[c:43]3[cH:44][cH:45][cH:46][cH:47][cH:48]3)[c:28]1[CH3:29])[CH2:21][CH2:22]2.[CH3:50][I:51].[CH3:57][CH2:58][CH2:59][CH2:60][CH2:61][CH3:62].[CH:1]([NH:2][CH:3]([CH3:4])[CH3:5])([CH3:6])[CH3:7].[O:52]1[CH2:53][CH2:54][CH2:55][CH2:56]1.[OH2:63]>>[CH3:1][C:20]1([CH2:23][c:24]2[n:25][cH:26][n:27]([C:30]([c:31]3[cH:32][cH:33][cH:34][cH:35][cH:36]3)([c:37]3[cH:38][cH:39][cH:40][cH:41][cH:42]3)[c:43]3[cH:44][cH:45][cH:46][cH:47][cH:48]3)[c:28]2[CH3:29])[C:19](=[O:49])[n:12]2[c:11]([c:10]([CH2:8][CH3:9])[c:18]3[c:13]2[cH:14][cH:15][cH:16][cH:17]3)[CH2:22][CH2:21]1. Starting materials: C(CN)N (ethylenediamine), CC1=CC=C(C=C1)C(=O)C=O (4-methylphenylglyoxal), [OH-].[K+] (potassium hydroxide). Run in C(C)O (ethanol). The product is CC1=CC=C(C=C1)C1=NC=CN=C1 (2-(4-methylphenyl)pyrazine). Isolated yield 29.9%. Reaction SMILES: [CH2:1]([NH2:4])[CH2:2][NH2:3].[CH3:5][C:6]1[CH:11]=[CH:10][C:9]([C:12]([CH:14]=O)=O)=[CH:8][CH:7]=1.[OH-].[K+]>C(O)C>[CH3:5][C:6]1[CH:11]=[CH:10][C:9]([C:12]2[CH:14]=[N:4][CH:1]=[CH:2][N:3]=2)=[CH:8][CH:7]=1 |f:2.3|. Procedure: The procedure of Example 1 was repeated, using 16 g (0.267 mol) of ethylenediamine, 32.0 g (0.216 mol) of 4-methylphenylglyoxal, 450 ml of ethanol and 13.2 g of potassium hydroxide, with the result that 11.0 g of the titled compound was obtained (yield: 30%).